Dataset: the Open Reaction Database (ORD), a public repository of structured organic reaction records. Task: describe an organic reaction: reactants, conditions, products, and yield The reactants are CCCCc1nc2ccccc2n1Cc1ccc(OC(C(=O)OCC)c2ccccc2)cc1, CCO, [Na+], [OH-]. Product: CCCCc1nc2ccccc2n1Cc1ccc(OC(C(=O)O)c2ccccc2)cc1. Reaction SMILES: [CH2:1]([CH2:2][CH2:3][CH3:4])[c:5]1[n:6][c:7]2[c:8]([n:9]1[CH2:10][c:11]1[cH:12][cH:13][c:14]([O:17][CH:18]([c:19]3[cH:20][cH:21][cH:22][cH:23][cH:24]3)[C:25](=[O:26])[O:27][CH2:28][CH3:29])[cH:15][cH:16]1)[cH:30][cH:31][cH:32][cH:33]2.[CH3:36][CH2:37][OH:38].[Na+:35].[OH-:34]>>[CH2:1]([CH2:2][CH2:3][CH3:4])[c:5]1[n:6][c:7]2[c:8]([n:9]1[CH2:10][c:11]1[cH:12][cH:13][c:14]([O:17][CH:18]([c:19]3[cH:20][cH:21][cH:22][cH:23][cH:24]3)[C:25](=[O:26])[OH:27])[cH:15][cH:16]1)[cH:30][cH:31][cH:32][cH:33]2. Reactants: CC1=CC[C@@H](CC1)C(=C)C (d-limonene), C([O-])([O-])=O.[Na+].[Na+] (sodium carbonate), C(C)(=O)OO (peracetic acid). Run at time 45 minute. Product: CC(=C)C1CCC2(C(C1)O2)C (Limonene Oxide). RXN SMILES: [CH3:1][C:2]1[CH2:7][CH2:6][C@@H:5]([C:8]([CH3:10])=[CH2:9])[CH2:4][CH:3]=1.C(=O)([O-])[O-:12].[Na+].[Na+].C(OO)(=O)C>>[CH3:9][C:8]([CH:5]1[CH2:6][CH:7]2[O:12][C:2]2([CH3:1])[CH2:3][CH2:4]1)=[CH2:10] |f:1.2.3|. Procedure: A mechanically stirred mixture of 1 kg. (7.3 mol.) of d-limonene (7.3 mol.) and sodium carbonate (310.6 g) was cooled to 0°-10° C., and treated with 1.61 kg. (9.1 mol.) 40% peracetic acid by dropwise addition. After the addition was complete, the reaction mixture was stirred for another 45 min., washed with ice water, sodium carbonate, and brine. The oil was dried over magnesium sulfate, and distilled to give recovered limonene (30 g), the cis-epoxide (257 g) and trans-epoxide (296 g), and diepo... Starting materials: BrC1=CC=2C(=NC=C(N2)CCC2=CC(=CC(=C2)OC)OC)N1 (6-bromo-2-[2-(3,5-dimethoxyphenyl)ethyl]-5H-pyrrolo[2,3-b]pyrazine), CC1(OB(OC1(C)C)C1=CC(=NC=C1)C#N)C (4-(4,4,5,5-tetramethyl-1,3,2-dioxaborolan-2-yl)pyridine-2-carbonitrile). The product is COC=1C=C(CCC=2N=C3C(=NC2)NC(=C3)C3=CC(=NC=C3)C#N)C=C(C1)OC (4-(2-(3,5-Dimethoxyphenethyl)-5H-pyrrolo[2,3-b]pyrazin-6-yl)picolinonitrile). RXN SMILES: Br[C:2]1[NH:22][C:5]2=[N:6][CH:7]=[C:8]([CH2:10][CH2:11][C:12]3[CH:17]=[C:16]([O:18][CH3:19])[CH:15]=[C:14]([O:20][CH3:21])[CH:13]=3)[N:9]=[C:4]2[CH:3]=1.CC1(C)C(C)(C)OB([C:31]2[CH:36]=[CH:35][N:34]=[C:33]([C:37]#[N:38])[CH:32]=2)O1>>[CH3:21][O:20][C:14]1[CH:13]=[C:12]([CH:17]=[C:16]([O:18][CH3:19])[CH:15]=1)[CH2:11][CH2:10][C:8]1[N:9]=[C:4]2[CH:3]=[C:2]([C:31]3[CH:36]=[CH:35][N:34]=[C:33]([C:37]#[N:38])[CH:32]=3)[NH:22][C:5]2=[N:6][CH:7]=1. Procedure: The compound was prepared by using procedures analogous to those described for the synthesis of Example 53, Step 2 starting from 6-bromo-2-[2-(3,5-dimethoxyphenyl)ethyl]-5H-pyrrolo[2,3-b]pyrazine and 4-(4,4,5,5-tetramethyl-1,3,2-dioxaborolan-2-yl)pyridine-2-carbonitrile (from Combi-Blocks). LCMS calculated for C22H20N5O2(M+H)+: m/z=386.2. Found 386.2. Starting materials: OC1=CC=C(C(=O)OCC2=CC=CC=C2)C=C1 (benzyl p-hydroxybenzoate), C(C(=O)Cl)(=O)Cl (oxalic acid dichloride). Yields the product C(C1=CC=CC=C1)OC(=O)C1=CC=C(C=C1)OC(C(=O)OC1=CC=C(C=C1)C(=O)OCC1=CC=CC=C1)=O (di(p-benzyloxycarbonylphenyl)oxalate). RXN SMILES: [OH:1][C:2]1[CH:17]=[CH:16][C:5]([C:6]([O:8][CH2:9][C:10]2[CH:15]=[CH:14][CH:13]=[CH:12][CH:11]=2)=[O:7])=[CH:4][CH:3]=1.[C:18](Cl)(=[O:22])[C:19](Cl)=[O:20]>>[CH2:9]([O:8][C:6]([C:5]1[CH:16]=[CH:17][C:2]([O:1][C:18](=[O:22])[C:19]([O:1][C:2]2[CH:3]=[CH:4][C:5]([C:6]([O:8][CH2:9][C:10]3[CH:11]=[CH:12][CH:13]=[CH:14][CH:15]=3)=[O:7])=[CH:16][CH:17]=2)=[O:20])=[CH:3][CH:4]=1)=[O:7])[C:10]1[CH:15]=[CH:14][CH:13]=[CH:12][CH:11]=1. Procedure details: A similar procedure to Example 1 is carried out by using 22.8 g of benzyl p-hydroxybenzoate and 6.4 g of oxalic acid dichloride to yield di(p-benzyloxycarbonylphenyl)oxalate, m.p. 106°-108° C., as white crystals. Starting materials: CCOC(=O)CC(C)=O, C=C(P(=O)(OCC)OCC)P(=O)(OCC)OCC, C1CCC2=NCCCN2CC1, C1CCOC1, CCOC(C)=O. Yields the product CCOC(=O)C(CC(P(=O)(OCC)OCC)P(=O)(OCC)OCC)C(C)=O. Reaction SMILES: [C:19]([CH2:20][C:21](=[O:22])[CH3:23])(=[O:24])[O:25][CH2:26][CH3:27].[CH2:1]([CH3:2])[O:3][P:4]([O:5][CH2:6][CH3:7])(=[O:8])[C:9](=[CH2:10])[P:11]([O:12][CH2:13][CH3:14])([O:15][CH2:16][CH3:17])=[O:18].[CH2:28]1[CH2:29][CH2:30][C:31]2=[N:36][CH2:35][CH2:34][CH2:33][N:32]2[CH2:37][CH2:38]1.[CH2:39]1[O:40][CH2:41][CH2:42][CH2:43]1.[CH3:44][CH2:45][O:46][C:47](=[O:48])[CH3:49]>>[CH2:1]([CH3:2])[O:3][P:4]([O:5][CH2:6][CH3:7])(=[O:8])[CH:9]([CH2:10][CH:20]([C:19](=[O:24])[O:25][CH2:26][CH3:27])[C:21](=[O:22])[CH3:23])[P:11]([O:12][CH2:13][CH3:14])([O:15][CH2:16][CH3:17])=[O:18]. The reactants are CCC#Cc1cc(Cl)cc2c1OC(C(F)(F)F)C(C(=O)OCC)=C2, C1CCOC1, CCO, Cl, O, O. The product is CCC#Cc1cc(Cl)cc2c1OC(C(F)(F)F)C(C(=O)O)=C2. As a reaction SMILES: [CH2:1]([CH3:2])[O:3][C:4](=[O:5])[C:6]1=[CH:15][c:14]2[c:9]([c:10]([C:17]#[C:18][CH2:19][CH3:20])[cH:11][c:12]([Cl:16])[cH:13]2)[O:8][CH:7]1[C:21]([F:22])([F:23])[F:24].[CH2:25]1[O:26][CH2:27][CH2:28][CH2:29]1.[CH3:30][CH2:31][OH:32].[ClH:34].[OH2:33].[OH2:35]>>[O:3]=[C:4]([OH:5])[C:6]1=[CH:15][c:14]2[c:9]([c:10]([C:17]#[C:18][CH2:19][CH3:20])[cH:11][c:12]([Cl:16])[cH:13]2)[O:8][CH:7]1[C:21]([F:22])([F:23])[F:24]. Starting materials: [Br-], CS(=O)(=O)c1ccc(C(CC2CCOCC2)c2ccc(-c3nnc(C=O)s3)[nH]2)cc1, C[Mg+], [Cl-], [NH4+], C1CCOC1. Product: CC(O)c1nnc(-c2ccc(C(CC3CCOCC3)c3ccc(S(C)(=O)=O)cc3)[nH]2)s1. As a reaction SMILES: [Br-:31].[CH3:1][S:2](=[O:3])(=[O:4])[c:5]1[cH:6][cH:7][c:8]([CH:11]([CH2:12][CH:13]2[CH2:14][CH2:15][O:16][CH2:17][CH2:18]2)[c:19]2[cH:20][cH:21][c:22](-[c:24]3[n:25][n:26][c:27]([CH:29]=[O:30])[s:28]3)[nH:23]2)[cH:9][cH:10]1.[CH3:32][Mg+:33].[Cl-:34].[NH4+:35].[O:36]1[CH2:37][CH2:38][CH2:39][CH2:40]1>>[CH3:1][S:2](=[O:3])(=[O:4])[c:5]1[cH:6][cH:7][c:8]([CH:11]([CH2:12][CH:13]2[CH2:14][CH2:15][O:16][CH2:17][CH2:18]2)[c:19]2[cH:20][cH:21][c:22](-[c:24]3[n:25][n:26][c:27]([CH:29]([OH:30])[CH3:32])[s:28]3)[nH:23]2)[cH:9][cH:10]1.